This data is from the Open Reaction Database (ORD), a public repository of structured organic reaction records. The task is: describe an organic reaction: reactants, conditions, products, and yield Starting materials: CC1(C)CCCNC1, CN(C)C=O, CN1Cc2c(-c3noc(CCl)n3)ncn2-c2ccccc2C1=O. Yields the product CN1Cc2c(-c3noc(CN4CCCC(C)(C)C4)n3)ncn2-c2ccccc2C1=O. As a reaction SMILES: [CH3:24][C:25]1([CH3:31])[CH2:26][NH:27][CH2:28][CH2:29][CH2:30]1.[CH3:32][N:33]([CH3:34])[CH:35]=[O:36].[Cl:1][CH2:2][c:3]1[n:4][c:5](-[c:8]2[n:9][cH:10][n:11]3[c:12]2[CH2:13][N:14]([CH3:23])[C:15](=[O:22])[c:16]2[c:17]-3[cH:18][cH:19][cH:20][cH:21]2)[n:6][o:7]1>>[CH2:2]([c:3]1[n:4][c:5](-[c:8]2[n:9][cH:10][n:11]3[c:12]2[CH2:13][N:14]([CH3:23])[C:15](=[O:22])[c:16]2[c:17]-3[cH:18][cH:19][cH:20][cH:21]2)[n:6][o:7]1)[N:27]1[CH2:26][C:25]([CH3:24])([CH3:31])[CH2:30][CH2:29][CH2:28]1.